This data is from the Open Reaction Database (ORD), a public repository of structured organic reaction records. The task is: describe an organic reaction: reactants, conditions, products, and yield Reactants: Br, CCOCC, OCCCCCCCCc1ccc(Cl)c(Cl)c1, O. Product: Clc1ccc(CCCCCCCCBr)cc1Cl. As a reaction SMILES: [BrH:24].[CH3:19][CH2:20][O:21][CH2:22][CH3:23].[Cl:1][c:2]1[cH:3][c:4]([CH2:9][CH2:10][CH2:11][CH2:12][CH2:13][CH2:14][CH2:15][CH2:16][OH:17])[cH:5][cH:6][c:7]1[Cl:8].[OH2:18]>>[Cl:1][c:2]1[cH:3][c:4]([CH2:9][CH2:10][CH2:11][CH2:12][CH2:13][CH2:14][CH2:15][CH2:16][Br:24])[cH:5][cH:6][c:7]1[Cl:8].